Dataset: the Open Reaction Database (ORD), a public repository of structured organic reaction records. Task: describe an organic reaction: reactants, conditions, products, and yield Reactants: CC(C)(C)O, ClCCl, CC(C)O, OC1c2ccccc2CC2N=C(c3ccccc3)OC21. The product is O=C1c2ccccc2CC2N=C(c3ccccc3)OC12. RXN SMILES: [C:21]([OH:22])([CH3:23])([CH3:24])[CH3:25].[CH2:30]([Cl:31])[Cl:32].[CH:26]([OH:27])([CH3:28])[CH3:29].[c:1]1([C:7]2=[N:11][CH:10]3[CH:9]([O:8]2)[CH:19]([OH:20])[c:18]2[c:13]([cH:14][cH:15][cH:16][cH:17]2)[CH2:12]3)[cH:2][cH:3][cH:4][cH:5][cH:6]1>>[c:1]1([C:7]2=[N:11][CH:10]3[CH:9]([O:8]2)[C:19](=[O:20])[c:18]2[c:13]([cH:14][cH:15][cH:16][cH:17]2)[CH2:12]3)[cH:2][cH:3][cH:4][cH:5][cH:6]1. Reactants: CC1(OCCO1)C1=CC=C(C=C1)[N+](=O)[O-] (2-methyl-2-(4-nitrophenyl)-[1,3]dioxolane). The reagents and catalysts are Nishimura catalyst. Run in CO (methanol). The product is CC1(OCCO1)C1CCC(CC1)N (4-(2-methyl-[1.3]dioxolan-2-yl)cyclohexylamine). Reaction SMILES: [CH3:1][C:2]1([C:7]2[CH:12]=[CH:11][C:10]([N+:13]([O-])=O)=[CH:9][CH:8]=2)[O:6][CH2:5][CH2:4][O:3]1>CO>[CH3:1][C:2]1([CH:7]2[CH2:12][CH2:11][CH:10]([NH2:13])[CH2:9][CH2:8]2)[O:3][CH2:4][CH2:5][O:6]1. Procedure: 8.37 g (40 mmol) of 2-methyl-2-(4-nitrophenyl)-[1,3]dioxolane is placed in 160 mL of methanol and hydrogenated with 1.00 g of Nishimura catalyst at ambient temperature under a pressure of 50 psi. Then the catalyst is filtered off and the filtrate is concentrated by evaporation. The residue is dissolved in cyclohexane, filtered to remove insoluble matter, and the filtrate is evaporated to dryness. Yield: 7.00 g (94%), cis/trans ratio 77:23; NMR: LG201616. Reactants: C(C1=CC=CC=C1)N1[C@H](CN(CC1)CC1=CC=CC=C1)CCC1=CC(=CC=C1)F ((S)-1,4-dibenzyl-2-(2-(3-fluoro-phenyl)-ethyl)-piperazine), C(=O)[O-].[NH4+] (ammonium formate). Reagents/catalysts: [Pd] (Pd/C). The solvent is C(C)O (ethanol). Run at time 30 minute. Yields the product FC=1C=C(C=CC1)CC[C@@H]1NCCNC1 ((S)-2-(2-(3-Fluoro-phenyl)-ethyl)-piperazine). RXN SMILES: C([N:8]1[CH2:13][CH2:12][N:11](CC2C=CC=CC=2)[CH2:10][C@@H:9]1[CH2:21][CH2:22][C:23]1[CH:28]=[CH:27][CH:26]=[C:25]([F:29])[CH:24]=1)C1C=CC=CC=1.C([O-])=O.[NH4+]>[Pd].C(O)C>[F:29][C:25]1[CH:24]=[C:23]([CH2:22][CH2:21][C@H:9]2[CH2:10][NH:11][CH2:12][CH2:13][NH:8]2)[CH:28]=[CH:27][CH:26]=1 |f:1.2|. Procedure: Combine (S)-1,4-dibenzyl-2-(2-(3-fluoro-phenyl)-ethyl)-piperazine (1.96 g, 5.04 mmol), ammonium formate (1.59 g, 25.18 mmol), 5% Pd/C (243.3 mg), and ethanol (50 mL). Stir and heat the mixture at reflux. After 4 hours 30 minutes, cool to ambient temperature and remove the catalyst by vacuum filtration through celite. Reduce the filtrate to residue and purify it on silica gel using dichloromethane/2N ammonia in methanol (80:20) to give the title compound as a white solid: mp 95–99° C.; mass spect... Reactants: C(=O)(OCC)C1CCC(CC1)=O (4-carboethoxycyclohexanone), ice, F[B-](F)(F)F (tetrafluoroborate), CCCC[N+](CCCC)(CCCC)CCCC.F.[F-] (tetrabutylammonium hydrogen difluoride). Run in ClCCl (dichloromethane). Reaction conditions: time 4 hour. Yields the product C(=O)(OCC)C1CCC(CC1)(F)F (1-carboethoxy-4,4-difluorocyclohexane). Isolated yield 67.6%. RXN SMILES: F[B-](F)(F)F.CCCC[N+](CCCC)(CCCC)CCCC.[FH:23].[F-:24].[C:25]([CH:30]1[CH2:35][CH2:34][C:33](=O)[CH2:32][CH2:31]1)([O:27][CH2:28][CH3:29])=[O:26]>ClCCl>[C:25]([CH:30]1[CH2:35][CH2:34][C:33]([F:24])([F:23])[CH2:32][CH2:31]1)([O:27][CH2:28][CH3:29])=[O:26] |f:1.2.3|. Procedure details: To an ice-cold suspension of diethylaminodifluorosulfinium tetrafluoroborate (458 mg, 2.0 mmol) and tetrabutylammonium hydrogen difluoride (463 mg, 2.0 mmol) in dichloromethane (3.0 mL) under nitrogen is added 4-carboethoxycyclohexanone (159 μl, 1.0 mmol). The reaction mixture is allowed to warm to room temperature and stirred for 4 h. The reaction mixture is quenched at room temperature with a saturated aqueous ammonium chloride solution, stirred for 15 min, and the resulting mixture is extract... The reactants are CC(C)C1=C(C(=CC=C1)C(C)C)NC(CC(CCCCCCCCCCCOC1OCCCC1)=O)=O (N-[2,6-bis(1-methylethyl)phenyl]-3-oxo-14-[(tetrahydro-2H-pyran-2-yl)oxy]-tetradecanamide), C1(=CC=C(C=C1)S(=O)(=O)O)C (p-toluenesulfonic acid). Solvent: O (water), C(Cl)(Cl)Cl (chloroform). Reaction conditions: time 16 hour. Product: CC(C)C1=C(C(=CC=C1)C(C)C)NC(CC(CCCCCCCCCCCO)=O)=O (N-[2,6-bis(1-methylethyl)phenyl]-14-hydroxy-3-oxo-tetradecanamide). Yield: 100.0%. As a reaction SMILES: [CH3:1][CH:2]([C:4]1[CH:9]=[CH:8][CH:7]=[C:6]([CH:10]([CH3:12])[CH3:11])[C:5]=1[NH:13][C:14](=[O:36])[CH2:15][C:16](=[O:35])[CH2:17][CH2:18][CH2:19][CH2:20][CH2:21][CH2:22][CH2:23][CH2:24][CH2:25][CH2:26][CH2:27][O:28]C1CCCCO1)[CH3:3].C1(C)C=CC(S(O)(=O)=O)=CC=1>O.C(Cl)(Cl)Cl>[CH3:12][CH:10]([C:6]1[CH:7]=[CH:8][CH:9]=[C:4]([CH:2]([CH3:1])[CH3:3])[C:5]=1[NH:13][C:14](=[O:36])[CH2:15][C:16](=[O:35])[CH2:17][CH2:18][CH2:19][CH2:20][CH2:21][CH2:22][CH2:23][CH2:24][CH2:25][CH2:26][CH2:27][OH:28])[CH3:11]. Procedure: To a solution of N-[2,6-bis(1-methylethyl)phenyl)-3-oxo-14-[(tetrahydro-2H-pyran-2-yl)oxyltetradecanamide (0.97 g, 0.001 mol; see Example 6 for preparation) in 190 mL 95% MEOH, p-toluenesulfonic acid (0.055 g, 0.15 eq) was added and the reaction mixture was stirred for 16 hours at room temperature under a nitrogen atmosphere. The reaction mixture was then concentrated in vacuo (30° C.) to give a tacky residue. This residue was diluted with water and chloroform, the layers were separated and the ... The reactants are Fc1ccc(C=Cc2nc(CCl)co2)c(F)c1, [H-], [Na+], CN(C)C=O, O, OCCc1nccn1CCCCc1ccc(O)cc1. Product: OCCc1nccn1CCCCc1ccc(OCc2coc(C=Cc3ccc(F)cc3F)n2)cc1. Reaction SMILES: [Cl:22][CH2:23][c:24]1[n:25][c:26]([CH:29]=[CH:30][c:31]2[c:32]([F:38])[cH:33][c:34]([F:37])[cH:35][cH:36]2)[o:27][cH:28]1.[H-:20].[Na+:21].[O:40]=[CH:41][N:42]([CH3:43])[CH3:44].[OH2:39].[OH:1][CH2:2][CH2:3][c:4]1[n:5]([CH2:9][CH2:10][CH2:11][CH2:12][c:13]2[cH:14][cH:15][c:16]([OH:19])[cH:17][cH:18]2)[cH:6][cH:7][n:8]1>>[OH:1][CH2:2][CH2:3][c:4]1[n:5]([CH2:9][CH2:10][CH2:11][CH2:12][c:13]2[cH:14][cH:15][c:16]([O:19][CH2:23][c:24]3[n:25][c:26]([CH:29]=[CH:30][c:31]4[c:32]([F:38])[cH:33][c:34]([F:37])[cH:35][cH:36]4)[o:27][cH:28]3)[cH:17][cH:18]2)[cH:6][cH:7][n:8]1.